Dataset: the Open Reaction Database (ORD), a public repository of structured organic reaction records. Task: describe an organic reaction: reactants, conditions, products, and yield Reactants: CO, OCC#Cc1ccc2c(-c3ccc(C(F)(F)F)cc3)nsc2c1. The product is OCCCc1ccc2c(-c3ccc(C(F)(F)F)cc3)nsc2c1. Reaction SMILES: [CH3:24][OH:25].[F:1][C:2]([c:3]1[cH:4][cH:5][c:6](-[c:9]2[n:10][s:11][c:12]3[c:13]2[cH:14][cH:15][c:16]([C:18]#[C:19][CH2:20][OH:21])[cH:17]3)[cH:7][cH:8]1)([F:22])[F:23]>>[F:1][C:2]([c:3]1[cH:4][cH:5][c:6](-[c:9]2[n:10][s:11][c:12]3[c:13]2[cH:14][cH:15][c:16]([CH2:18][CH2:19][CH2:20][OH:21])[cH:17]3)[cH:7][cH:8]1)([F:22])[F:23]. Starting materials: CC=1N=NN(N1)C(C(OC(NCCCCCCCCCCCCCCCCCC)=O)N)C (2-(5-Methyl-2H-tetrazol-2-yl)-1-octadecylcarbamoyloxypropylamine), ClCCCS(=O)(=O)NCC(CSCCCCCCCCCCCCCCCC)OC (3-(3-chloropropylsulfonylamino)-1-hexadecylthio-2-methoxypropane). Yields the product ClCCCS(=O)(=O)NCC(COC(NCCCCCCCCCCCCCCCCCC)=O)N1N=C(N=N1)C (3-(3-chloropropylsulfonylamino)-2-(5-methyl-2H-tetrazol-2-yl)-1-octadecylcarbamoyloxypropane). Reaction SMILES: [CH3:1][C:2]1[N:3]=[N:4][N:5]([CH:7]([CH3:32])[CH:8](N)[O:9][C:10](=[O:30])[NH:11][CH2:12][CH2:13][CH2:14][CH2:15][CH2:16][CH2:17][CH2:18][CH2:19][CH2:20][CH2:21][CH2:22][CH2:23][CH2:24][CH2:25][CH2:26][CH2:27][CH2:28][CH3:29])[N:6]=1.[Cl:33][CH2:34][CH2:35][CH2:36][S:37]([NH:40]CC(OC)CSCCCCCCCCCCCCCCCC)(=[O:39])=[O:38]>>[Cl:33][CH2:34][CH2:35][CH2:36][S:37]([NH:40][CH2:32][CH:7]([N:5]1[N:4]=[N:3][C:2]([CH3:1])=[N:6]1)[CH2:8][O:9][C:10](=[O:30])[NH:11][CH2:12][CH2:13][CH2:14][CH2:15][CH2:16][CH2:17][CH2:18][CH2:19][CH2:20][CH2:21][CH2:22][CH2:23][CH2:24][CH2:25][CH2:26][CH2:27][CH2:28][CH3:29])(=[O:39])=[O:38]. Procedure: 2-(5-Methyl-2H-tetrazol-2-yl)-1-octadecylcarbamoyloxypropylamine IVh2 is allowed to react and worked up by the same procedure as described in (4). m.p. 70°-70.5° C. The summary of the experimental condition and the physical data of the product are listed in Table 7. Reactants: NC1=C(C=CC(=C1)C)C(C)=O (2-amino-4-methylphenylethanone), N(=O)[O-].[Na+] (sodium nitrite). Solvent: Cl (HCl), O (water), C(C)(=O)[O-].[Na+] (sodium acetate), C(C)(=O)[O-].[Na+] (sodium acetate). Reaction conditions: temperature 60 celsius, time 2 hour. Product: CC1=CC=C2C(C=NNC2=C1)=O (7-Methyl-1-H-cinnolin-4-one). RXN SMILES: [NH2:1][C:2]1[CH:7]=[C:6]([CH3:8])[CH:5]=[CH:4][C:3]=1[C:9](=[O:11])[CH3:10].[N:12]([O-])=O.[Na+]>Cl.O.C([O-])(=O)C.[Na+]>[CH3:8][C:6]1[CH:7]=[C:2]2[C:3]([C:9](=[O:11])[CH:10]=[N:12][NH:1]2)=[CH:4][CH:5]=1 |f:1.2,5.6|. Procedure details: A solution of 2-amino-4-methylphenylethanone (5.0 g, 33.6 mmol) in concentrated HCl (100 mL) is treated, in portions, with a solution of sodium nitrite (5.7 g, 82.6 mmol) in water (˜10 mL). The resulting solution is stirred at 60° C. for 2 hr, cooled to ambient temperature and diluted with a saturated solution of sodium acetate (˜200 mL). Solid sodium acetate is added portionwise until the solution tested basic to pH paper. Upon stirring, the title compound precipitated as a white solid which is... The reactants are C(C1=CC=CC=C1)O (benzyl alcohol), C1(=CC=CC=C1)C (toluene). The product is C1=CC=CC2=CC=CC=C12 (naphthalene). Reaction SMILES: [CH2:1](O)[C:2]1[CH:7]=[CH:6][CH:5]=[CH:4][CH:3]=1.[C:9]1(C)[CH:14]=CC=C[CH:10]=1>>[CH:10]1[C:7]2[C:2](=[CH:3][CH:4]=[CH:5][CH:6]=2)[CH:1]=[CH:14][CH:9]=1. Reported procedure: About 18.4 liters, or about 15.95 Kg, of toluene were added to a steam jacketed blending vessel. About 4.0 kilograms of crystalline naphthalene were added to a separate vessel and slowly heated until the naphthalene was liquefied. The liquid naphthalene was then added to the toluene to produce a naphthalene:toluene weight ratio of about 0.25. The mixture was stirred until a homogeneous solution was obtained. About 0.6 liters, or about 0.62 Kg, of benzyl alcohol were then added to the homogeneous... Reactants: BrC1=CC(=C(C(=C1)OC)C(=O)C1=CC=CC=C1)OC ((4-bromo-2,6-dimethoxyphenyl)(phenyl)methanone), FC(C(=O)O)(F)F (trifluoroacetic acid), C(C)[SiH](CC)CC (triethylsilane). Run in C(Cl)Cl (DCM). Reaction conditions: temperature 80 celsius. The product is C(C1=CC=CC=C1)C1=C(C=C(C=C1OC)Br)OC (2-benzyl-5-bromo-1,3-dimethoxybenzene). Isolated yield 98.0%. RXN SMILES: [Br:1][C:2]1[CH:7]=[C:6]([O:8][CH3:9])[C:5]([C:10]([C:12]2[CH:17]=[CH:16][CH:15]=[CH:14][CH:13]=2)=O)=[C:4]([O:18][CH3:19])[CH:3]=1.FC(F)(F)C(O)=O.C([SiH](CC)CC)C>C(Cl)Cl>[CH2:10]([C:5]1[C:4]([O:18][CH3:19])=[CH:3][C:2]([Br:1])=[CH:7][C:6]=1[O:8][CH3:9])[C:12]1[CH:13]=[CH:14][CH:15]=[CH:16][CH:17]=1. Procedure: (4-bromo-2,6-dimethoxyphenyl)(phenyl)methanone (87 mg, 0.271 mmol) was solubilized and stirred into a mixture of trifluoroacetic acid (250 μL, 12 eq) and triethylsilane (260 μL, 6 eq) heated at 80° C. for 15 h. After cooling to r.t., 20 mL of DCM were added to the reaction mixture. The organic layer was washed with a saturated NaHCO3 solution (2×20 mL), with brine, dried over MgSO4, filtered and concentrated in vacuo. The crude residue was purified by silica gel flash chromatography (cyclohexane... RXN SMILES: [CH2:1]([c:2]1[cH:3][cH:4][cH:5][cH:6][cH:7]1)[O:8][C:9](=[O:10])[NH:11][CH2:12][CH2:13][N:14]([CH2:15][CH2:16][CH2:17][CH:18]([C:19](=[O:20])[O:21][C:22]([CH3:23])([CH3:24])[CH3:25])[N:26]([C:27](=[O:28])[O:29][C:30]([CH3:31])([CH3:32])[CH3:33])[C:34](=[O:35])[O:36][C:37]([CH3:38])([CH3:39])[CH3:40])[CH2:41][CH2:42][NH:43][C:44](=[O:45])[O:46][CH2:47][c:48]1[cH:49][cH:50][cH:51][cH:52][cH:53]1.[CH2:55]([O:56][CH2:57][CH3:58])[CH3:59].[CH3:60][CH2:61][O:62][C:63](=[O:64])[CH3:65].[ClH:54]>>[CH2:1]([c:2]1[cH:3][cH:4][cH:5][cH:6][cH:7]1)[O:8][C:9](=[O:10])[NH:11][CH2:12][CH2:13][N:14]([CH2:15][CH2:16][CH2:17][CH:18]([C:19](=[O:20])[OH:21])[N:26]([C:27](=[O:28])[O:29][C:30]([CH3:31])([CH3:32])[CH3:33])[C:34](=[O:35])[O:36][C:37]([CH3:38])([CH3:39])[CH3:40])[CH2:41][CH2:42][NH:43][C:44](=[O:45])[O:46][CH2:47][c:48]1[cH:49][cH:50][cH:51][cH:52][cH:53]1. Yields the product CC(C)(C)OC(=O)N(C(=O)OC(C)(C)C)C(CCCN(CCNC(=O)OCc1ccccc1)CCNC(=O)OCc1ccccc1)C(=O)O. The reactants are CC(C)(C)OC(=O)C(CCCN(CCNC(=O)OCc1ccccc1)CCNC(=O)OCc1ccccc1)N(C(=O)OC(C)(C)C)C(=O)OC(C)(C)C, CCOCC, CCOC(C)=O, Cl. Reactants: Cl.OC=1C=CC(=NC1)CO (5-hydroxy-2-pyridinemethanol hydrochloride), [H-].[Na+] (sodium hydride), [Cl-].[Na+] (sodium chloride), BrCCCCl (1-bromo-3-chloropropane). Solvent: CN(C=O)C (dimethylformamide), O (water), CN(C=O)C (dimethylformamide). Reaction conditions: time 30 minute. Product: ClCCCOC=1C=CC(=NC1)CO (5-(3-chloropropoxy)-2 -pyridinemethanol). As a reaction SMILES: Cl.[OH:2][C:3]1[CH:4]=[CH:5][C:6]([CH2:9][OH:10])=[N:7][CH:8]=1.[H-].[Na+].Br[CH2:14][CH2:15][CH2:16][Cl:17].[Cl-].[Na+]>CN(C)C=O.O>[Cl:17][CH2:16][CH2:15][CH2:14][O:2][C:3]1[CH:4]=[CH:5][C:6]([CH2:9][OH:10])=[N:7][CH:8]=1 |f:0.1,2.3,5.6|. Procedure: To the stirred solution of 32.32 g of 5-hydroxy-2-pyridinemethanol hydrochloride in 200 ml of dimethylformamide is added 18.2 g of sodium hydride (50% mineral oil dispersion) in portions while maintaining a temperature of 50°-55° of the mixture. Then the mixture is stirred at 50°-55° for 30 minutes and then is added a solution of 31.5 g of 1-bromo-3-chloropropane in 50 ml of dimethylformamide, while maintaining a temperature below 50° of the mixture. After that, the mixture is allowed to come to... Reactants: c1ccc(CNc2ccccc2)cc1, CP(=O)(Cl)Cl. The product is CP1(=O)c2ccccc2CN1c1ccccc1. As a reaction SMILES: [CH2:1]([c:2]1[cH:3][cH:4][cH:5][cH:6][cH:7]1)[NH:8][c:9]1[cH:10][cH:11][cH:12][cH:13][cH:14]1.[CH3:15][P:16](=[O:17])([Cl:18])[Cl:19]>>[CH2:1]1[c:2]2[c:3]([cH:4][cH:5][cH:6][cH:7]2)[P:16]([CH3:15])(=[O:17])[N:8]1[c:9]1[cH:10][cH:11][cH:12][cH:13][cH:14]1.